Dataset: the Open Reaction Database (ORD), a public repository of structured organic reaction records. Task: describe an organic reaction: reactants, conditions, products, and yield As a reaction SMILES: [CH2:63]1[O:64][CH2:65][CH2:66][O:67][CH2:68]1.[CH3:57][CH2:58][O:59][C:60](=[O:61])[CH3:62].[ClH:56].[F:1][C:2]([c:3]1[cH:4][c:5]([CH2:6][N:7]2[C:8](=[O:42])[O:9][CH:10]([c:13]3[c:14](-[c:23]4[cH:24][c:25](-[c:31]5[c:32]([CH3:41])[cH:33][c:34]([C:37](=[O:38])[O:39][CH3:40])[cH:35][cH:36]5)[cH:26][cH:27][c:28]4[O:29][CH3:30])[cH:15][cH:16][c:17]([C:19]([F:20])([F:21])[F:22])[cH:18]3)[CH:11]2[CH3:12])[cH:43][c:44]([C:46]([F:47])([F:48])[F:49])[cH:45]1)([F:50])[F:51].[Li+:54].[OH-:53].[OH2:52].[OH2:55]>>[F:1][C:2]([c:3]1[cH:4][c:5]([CH2:6][N:7]2[C:8](=[O:42])[O:9][CH:10]([c:13]3[c:14](-[c:23]4[cH:24][c:25](-[c:31]5[c:32]([CH3:41])[cH:33][c:34]([C:37](=[O:38])[OH:39])[cH:35][cH:36]5)[cH:26][cH:27][c:28]4[O:29][CH3:30])[cH:15][cH:16][c:17]([C:19]([F:20])([F:21])[F:22])[cH:18]3)[CH:11]2[CH3:12])[cH:43][c:44]([C:46]([F:47])([F:48])[F:49])[cH:45]1)([F:50])[F:51]. Starting materials: C1COCCO1, CCOC(C)=O, Cl, COC(=O)c1ccc(-c2ccc(OC)c(-c3ccc(C(F)(F)F)cc3C3OC(=O)N(Cc4cc(C(F)(F)F)cc(C(F)(F)F)c4)C3C)c2)c(C)c1, [Li+], [OH-], O, O. The product is COc1ccc(-c2ccc(C(=O)O)cc2C)cc1-c1ccc(C(F)(F)F)cc1C1OC(=O)N(Cc2cc(C(F)(F)F)cc(C(F)(F)F)c2)C1C. The product is C(#N)C=1C=C(C=CC1F)S(=O)(=O)N(CC1=C(C=C(C=C1)OC)OC)C1=NC=C(C=C1)C#N (3-cyano-N-(5-cyanopyridin-2-yl)-N-(2,4-dimethoxybenzyl)-4-fluorobenzenesulfonamide). Reactants: COC1=C(CNC2=NC=C(C#N)C=C2)C=CC(=C1)OC (6-((2,4-dimethoxybenzyl)amino)nicotinonitrile), C(#N)C=1C=C(C=CC1F)S(=O)(=O)Cl (3-cyano-4-fluorobenzene-1-sulfonyl chloride). Procedure details: The title compound was prepared according to the method described for Preparation 18 using 6-((2,4-dimethoxybenzyl)amino)nicotinonitrile (Preparation 37) and 3-cyano-4-fluorobenzene-1-sulfonyl chloride. The residue was purified by reverse phase chromatography eluting with 0-100% MeCN in water/0.1% formic acid. As a reaction SMILES: [CH3:1][O:2][C:3]1[CH:18]=[C:17]([O:19][CH3:20])[CH:16]=[CH:15][C:4]=1[CH2:5][NH:6][C:7]1[CH:14]=[CH:13][C:10]([C:11]#[N:12])=[CH:9][N:8]=1.[C:21]([C:23]1[CH:24]=[C:25]([S:30](Cl)(=[O:32])=[O:31])[CH:26]=[CH:27][C:28]=1[F:29])#[N:22]>>[C:21]([C:23]1[CH:24]=[C:25]([S:30]([N:6]([C:7]2[CH:14]=[CH:13][C:10]([C:11]#[N:12])=[CH:9][N:8]=2)[CH2:5][C:4]2[CH:15]=[CH:16][C:17]([O:19][CH3:20])=[CH:18][C:3]=2[O:2][CH3:1])(=[O:32])=[O:31])[CH:26]=[CH:27][C:28]=1[F:29])#[N:22]. The reactants are O[C@@H](CO)C=1OC(=C(N1)C1=CC=CC=C1)C1=CC=CC=C1 (2-((1S)-1,2-dihydroxyethyl)-4,5-diphenyloxazole), COC(C)(OC)OC (orthoacetic acid trimethyl ester), C1(=CC=C(C=C1)S(=O)(=O)O)C (p-toluenesulfonic acid). Solvent: C(Cl)Cl (CH2Cl2). Run at time 30 minute. Yields the product C1(=CC=CC=C1)C=1N=C(OC1C1=CC=CC=C1)[C@H]1OC1 ((2S)-2-(4,5-diphenyloxazol-2-yl)oxirane). The yield is 75.9%. RXN SMILES: [OH:1][C@H:2]([C:5]1[O:6][C:7]([C:16]2[CH:21]=[CH:20][CH:19]=[CH:18][CH:17]=2)=[C:8]([C:10]2[CH:15]=[CH:14][CH:13]=[CH:12][CH:11]=2)[N:9]=1)[CH2:3]O.COC(OC)(OC)C.C1(C)C=CC(S(O)(=O)=O)=CC=1>C(Cl)Cl>[C:10]1([C:8]2[N:9]=[C:5]([C@@H:2]3[CH2:3][O:1]3)[O:6][C:7]=2[C:16]2[CH:17]=[CH:18][CH:19]=[CH:20][CH:21]=2)[CH:15]=[CH:14][CH:13]=[CH:12][CH:11]=1. Procedure details: To a solution of 2-((1S)-1,2-dihydroxyethyl)-4,5-diphenyloxazole (20 g) in CH2Cl2 (400 ml) were added orthoacetic acid trimethyl ester (12.8 ml) and p-toluenesulfonic acid (130 mg) at room temperature under N2. After being stirred for 30 minutes, the solvent was evaporated in vacuo. The residue was diluted with CH2Cl2 (200 ml) and acetyl bromide (7.6 ml) was added to the solution at 0° C. under N2. After being stirred for 2 hours at room temperature, the solvent was evaporated in vacuo, the resi... The reactants are BrC=1C(=CC2=C(C=3N(CCO2)C(=C(N3)C(=O)O)C(O)C=3C(=NN(C3)C)C)C1)F (10-bromo-3((1,3-dimethyl-1H-pyrazol-4-yl)(hydroxy)methyl)-9-fluoro-5,6-dihydrobenzo[f]imidazo[1,2-d][1,4]oxazepine-2-carboxylic acid), [Cl-].[NH4+] (ammonium chloride). The product is BrC=1C(=CC2=C(C=3N(CCO2)C(=C(N3)C(=O)N)C(O)C=3C(=NN(C3)C)C)C1)F (10-bromo-3-((1,3-dimethyl-1H-pyrazol-4-yl)(hydroxy)methyl)-9-fluoro-5,6-dihydrobenzo[f]imidazo[1,2-d][1,4]oxazepine-2-carboxamide). The yield is 68.0%. RXN SMILES: [Br:1][C:2]1[C:3]([F:28])=[CH:4][C:5]2[O:11][CH2:10][CH2:9][N:8]3[C:12]([CH:18]([C:20]4[C:21]([CH3:26])=[N:22][N:23]([CH3:25])[CH:24]=4)[OH:19])=[C:13]([C:15]([OH:17])=O)[N:14]=[C:7]3[C:6]=2[CH:27]=1.[Cl-].[NH4+:30]>>[Br:1][C:2]1[C:3]([F:28])=[CH:4][C:5]2[O:11][CH2:10][CH2:9][N:8]3[C:12]([CH:18]([C:20]4[C:21]([CH3:26])=[N:22][N:23]([CH3:25])[CH:24]=4)[OH:19])=[C:13]([C:15]([NH2:30])=[O:17])[N:14]=[C:7]3[C:6]=2[CH:27]=1 |f:1.2|. Procedure details: 10-bromo-3-((1,3-dimethyl-1H-pyrazol-4-yl)(hydroxy)methyl)-9-fluoro-5,6-dihydrobenzo[f]imidazo[1,2-d][1,4]oxazepine-2-carboxamide was prepared similarly according to the procedure in Example 2. 10-bromo-3((1,3-dimethyl-1H-pyrazol-4-yl)(hydroxy)methyl)-9-fluoro-5,6-dihydrobenzo[f]imidazo[1,2-d][1,4]oxazepine-2-carboxylic acid was reacted with ammonium chloride and purified by flash chromatography to afford 134 mg (68% yield) of the title compound. Reactants: [Al+3], C=CCNc1c(C(=O)OCC)cnc2cn(C)nc12, C1CCOC1, [H-], [H-], [H-], [H-], [Li+], [Na+], [OH-], O. Product: C=CCNc1c(CO)cnc2cn(C)nc12. Reaction SMILES: [Al+3:21].[CH2:1]([CH:2]=[CH2:3])[NH:4][c:5]1[c:6]2[c:7]([n:8][cH:9][c:10]1[C:11](=[O:12])[O:13][CH2:14][CH3:15])[cH:16][n:17]([CH3:19])[n:18]2.[CH2:29]1[O:30][CH2:31][CH2:32][CH2:33]1.[H-:20].[H-:23].[H-:24].[H-:25].[Li+:22].[Na+:28].[OH-:27].[OH2:26]>>[CH2:1]([CH:2]=[CH2:3])[NH:4][c:5]1[c:6]2[c:7]([n:8][cH:9][c:10]1[CH2:11][OH:12])[cH:16][n:17]([CH3:19])[n:18]2. The reactants are C(C)OC(C1=C(N=C(C=C1)Cl)Cl)=O (2,6-dichloronicotinic acid ethyl ester), FC(OC1=CC=C(C=C1)O)(F)F (4-trifluoromethoxy-phenol). Product: C(C)OC(C1=C(N=C(C=C1)OC1=CC=C(C=C1)OC(F)(F)F)Cl)=O (2-Chloro-6-(4-trifluoromethoxy phenoxy)nicotinic Acid Ethyl Ester). Yield: 829.4%. Reaction SMILES: [CH2:1]([O:3][C:4](=[O:13])[C:5]1[CH:10]=[CH:9][C:8](Cl)=[N:7][C:6]=1[Cl:12])[CH3:2].[F:14][C:15]([F:25])([F:24])[O:16][C:17]1[CH:22]=[CH:21][C:20]([OH:23])=[CH:19][CH:18]=1>>[CH2:1]([O:3][C:4](=[O:13])[C:5]1[CH:10]=[CH:9][C:8]([O:23][C:20]2[CH:21]=[CH:22][C:17]([O:16][C:15]([F:14])([F:24])[F:25])=[CH:18][CH:19]=2)=[N:7][C:6]=1[Cl:12])[CH3:2]. Procedure details: 2,6-dichloronicotinic acid ethyl ester (0.22 g, 0.1 mmol) and 4-trifluoromethoxy-phenol (0.178 g, 0.1 mmol) were coupled using the procedure of Example 17(a) to afford 0.3 g of the required produCt. Percentage purity (LCMS): 64.0%.